describe an organic reaction: reactants, conditions, products, and yield From a dataset of the Open Reaction Database (ORD), a public repository of structured organic reaction records. Reactants: C(CCC)OC(=O)C=1N=C(C2=CC=CC=C2C1OCC1=CC=CC=C1)C1=NC=CC=C1 (4-Benzyloxy-1-pyridin-2-yl-isoquinoline-3-carboxylic acid butyl ester), C=1C=CC(=CC1)C(C=2C=CC=CC2)[C@H]3CC([C@H](CO3)NCC=4C=CC(=CC4)F)O (D-153). The product is C(CCC)OC(=O)C=1N=C(C2=CC=CC=C2C1O)C1=NC=CC=C1 (4-Hydroxy-1-pyridin-2-yl-isoquinoline-3-carboxylic acid butyl ester). As a reaction SMILES: [CH2:1]([O:5][C:6]([C:8]1[N:9]=[C:10]([C:26]2[CH:31]=[CH:30][CH:29]=[CH:28][N:27]=2)[C:11]2[C:16]([C:17]=1[O:18]CC1C=CC=CC=1)=[CH:15][CH:14]=[CH:13][CH:12]=2)=[O:7])[CH2:2][CH2:3][CH3:4].C1C=CC(C([C@@H]2OC[C@H](NCC3C=CC(F)=CC=3)C(O)C2)C2C=CC=CC=2)=CC=1>>[CH2:1]([O:5][C:6]([C:8]1[N:9]=[C:10]([C:26]2[CH:31]=[CH:30][CH:29]=[CH:28][N:27]=2)[C:11]2[C:16]([C:17]=1[OH:18])=[CH:15][CH:14]=[CH:13][CH:12]=2)=[O:7])[CH2:2][CH2:3][CH3:4]. Procedure: Synthesized from 4-Benzyloxy-1-pyridin-2-yl-isoquinoline-3-carboxylic acid butyl ester in analogy to example D-153 b); MS-(−)-ion M−1=321.4. Starting materials: C(\C=C/CC)C=1C(CCC1)O ((Z)-2-(2-pentenyl)-2-cyclopenten-1-ol), C(CC(=O)OC)(=O)OC (dimethyl malonate), KHCO3. Reaction conditions: time 80 minute. Yields the product C(CC(=O)O[C@H]1C(=CCC1)C\C=C/CC)(=O)OC (methyl (R,Z)-2-(2-pentenyl)-2-cyclopenten-1-yl malonate). RXN SMILES: [CH2:1]([C:6]1[CH:7]([OH:11])[CH2:8][CH2:9][CH:10]=1)/[CH:2]=[CH:3]\[CH2:4][CH3:5].[C:12](OC)(=[O:18])[CH2:13][C:14]([O:16][CH3:17])=[O:15]>>[C:14]([O:16][CH3:17])(=[O:15])[CH2:13][C:12]([O:11][C@@H:7]1[CH2:8][CH2:9][CH:10]=[C:6]1[CH2:1]/[CH:2]=[CH:3]\[CH2:4][CH3:5])=[O:18]. Reported procedure: A mixture of (Z)-2-(2-pentenyl)-2-cyclopenten-1-ol (17.8 g; 117 mmol), dimethyl malonate (17.8 g; 135 mmol), ground KHCO3 (0.58 g; 5.8 mmol) and Novozym 435® (immobilized Candida antarctica from Novo Nordisk; 1.80 g) was gently swirled in a 100 ml flask connected to a Büchi rotavapor at 40° C. and 10 hPa. After 80 min., the reaction mixture was filtered, washed (sat. aq. NaHCO3, sat. aq. NaCl), dried (Na2SO4) and concentrated (30.8 g). Bulb-to-bulb distillation afforded 15.5 g of volatiles (oven... The reactants are ClC1=NC(=NC=N1)NC1=CC(=C(C(=C1)OC)OC)OC ((4-chloro-[1,3,5]triazin-2-yl)-(3,4,5-trimethoxy-phenyl)amine), CCN(C(C)C)C(C)C (DIEA), NC1=CC=C(C=C1)NC(C=C)=O (N-(4-aminophenyl)-acrylamide). Conditions: temperature 100 celsius. Product: COC=1C=C(C=C(C1OC)OC)NC1=NC(=NC=N1)NC1=CC=C(C=C1)NC(C=C)=O (N-(4-[4-(3,4,5-trimethoxy-phenylamino)-[1,3,5]triazin-2-ylamino]phenyl}-acrylamide). As a reaction SMILES: Cl[C:2]1[N:7]=[CH:6][N:5]=[C:4]([NH:8][C:9]2[CH:14]=[C:13]([O:15][CH3:16])[C:12]([O:17][CH3:18])=[C:11]([O:19][CH3:20])[CH:10]=2)[N:3]=1.CCN(C(C)C)C(C)C.[NH2:30][C:31]1[CH:36]=[CH:35][C:34]([NH:37][C:38](=[O:41])[CH:39]=[CH2:40])=[CH:33][CH:32]=1>>[CH3:20][O:19][C:11]1[CH:10]=[C:9]([NH:8][C:4]2[N:5]=[CH:6][N:7]=[C:2]([NH:30][C:31]3[CH:32]=[CH:33][C:34]([NH:37][C:38](=[O:41])[CH:39]=[CH2:40])=[CH:35][CH:36]=3)[N:3]=2)[CH:14]=[C:13]([O:15][CH3:16])[C:12]=1[O:17][CH3:18]. Procedure details: To a slurry of (4-chloro-[1,3,5]triazin-2-yl)-(3,4,5-trimethoxy-phenyl)amine (29.9 mg, 0.101 mmol) in IpOH (2.5 ml) was added DIEA (0.026 mL, 0.151 mmol) and N-(4-aminophenyl)acrylamide (Step 2) (18 mg, 0.111 mmol). The mixture was heated at 100° C. for 18 h. The solution was cooled to RT. The organics were evaporated in vacuo and the residue was purified by column chromatography using 9:1 CH2Cl2/MeOH as the solvent to give N-(4-[4-(3,4,5-trimethoxy-phenylamino)-[1,3,5]triazin-2-ylamino]phenyl}-... The reactants are ClC=1C=C(C=CC1SC=1N(C=CN1)C)NC1=C(C=NC2=CC(=C(C=C12)OC)F)C#N (4-[3-chloro-4-(1-methyl-1H-imidazol-2-ylsulfanyl)-phenylamino]-7-fluoro-6-methoxyquinoline-3-carbonitrile), CN1CCNCC1 (N-methylpiperazine). Run in CN1C(CCC1)=O (1-methyl-2-pyrrolidinone). Conditions: temperature 105 celsius, time 1 hour. Product: ClC=1C=C(C=CC1SC=1N(C=CN1)C)NC1=C(C=NC2=CC(=C(C=C12)OC)N1CCN(CC1)C)C#N (4-[3-chloro-4-(1-methyl-1H-imidazol-2-ylsulfanyl)-phenylamino]-6-methoxy-7-(4-methypiperazin-1-yl)-quinoline-3-carbonitrile). The yield is 74.0%. RXN SMILES: [Cl:1][C:2]1[CH:3]=[C:4]([NH:15][C:16]2[C:25]3[C:20](=[CH:21][C:22](F)=[C:23]([O:26][CH3:27])[CH:24]=3)[N:19]=[CH:18][C:17]=2[C:29]#[N:30])[CH:5]=[CH:6][C:7]=1[S:8][C:9]1[N:10]([CH3:14])[CH:11]=[CH:12][N:13]=1.[CH3:31][N:32]1[CH2:37][CH2:36][NH:35][CH2:34][CH2:33]1>CN1CCCC1=O>[Cl:1][C:2]1[CH:3]=[C:4]([NH:15][C:16]2[C:25]3[C:20](=[CH:21][C:22]([N:35]4[CH2:36][CH2:37][N:32]([CH3:31])[CH2:33][CH2:34]4)=[C:23]([O:26][CH3:27])[CH:24]=3)[N:19]=[CH:18][C:17]=2[C:29]#[N:30])[CH:5]=[CH:6][C:7]=1[S:8][C:9]1[N:10]([CH3:14])[CH:11]=[CH:12][N:13]=1. Reported procedure: A mixture of 200 mg (0.455 mmol) of 4-[3-chloro-4-(1-methyl-1H-imidazol-2-ylsulfanyl)-phenylamino]-7-fluoro-6-methoxyquinoline-3-carbonitrile (Reference Example 20) and 273 mg (2.73 mmol) of N-methylpiperazine in 1 mL of 1-methyl-2-pyrrolidinone was heated at 105° C. for 16 hours. The solvents are removed in vacuo. A 10 mL portion of water is added to the residue, from which a tan solid precipitates out. The solid is filtered off and washed with water. After drying in vacuo, the solid is suspend... The reactants are ClCCCCCC(C#N)(C1=CC(=C(C=C1)OC)OC)SC1=CC=C(C=C1)C (α-(5-chloropentyl)-3,4-dimethoxy-α-[(4-methylphenyl)thio]-benzeneacetonitrile), COC=1C=C2CCNCC2=CC1OC (6,7-dimethoxy-1,2,3,4-tetrahydroisoquinoline). Product: COC=1C=C(C=CC1OC)C(C#N)(CCCCCC1NC=2C=C3C(=CC2CC1)OCO3)SC3=CC=C(C=C3)C (α-(3,4-Dimethoxyphenyl)-7,8-dihydro-α- [(4-methylphenyl)thio]-1,3-dioxolo[4,5-g]quinoline-6(5H)-heptanenitrile). Isolated yield 60.9%. As a reaction SMILES: Cl[CH2:2][CH2:3][CH2:4][CH2:5][CH2:6][C:7]([S:20][C:21]1[CH:26]=[CH:25][C:24]([CH3:27])=[CH:23][CH:22]=1)([C:10]1[CH:15]=[CH:14][C:13]([O:16][CH3:17])=[C:12]([O:18][CH3:19])[CH:11]=1)[C:8]#[N:9].C[O:29][C:30]1[CH:31]=[C:32]2[C:37](=[CH:38][C:39]=1[O:40][CH3:41])[CH2:36][NH:35][CH2:34][CH2:33]2>>[CH3:19][O:18][C:12]1[CH:11]=[C:10]([C:7]([S:20][C:21]2[CH:26]=[CH:25][C:24]([CH3:27])=[CH:23][CH:22]=2)([CH2:6][CH2:5][CH2:4][CH2:3][CH2:2][CH:34]2[CH2:33][CH2:32][C:37]3[CH:38]=[C:39]4[O:40][CH2:41][O:29][C:30]4=[CH:31][C:36]=3[NH:35]2)[C:8]#[N:9])[CH:15]=[CH:14][C:13]=1[O:16][CH3:17]. Procedure: The procedure of Example 3 is repeated using 0.854 g of α-(5-chloropentyl)-3,4-dimethoxy-α-[(4-methylphenyl)thio]-benzeneacetonitrile and 0.677 g of 6,7-dimethoxy-1,2,3,4-tetrahydroisoquinoline. This affords 0.701 g of the desired product. Reagents/catalysts: [O-2].[O-2].[Mn+4] (manganese dioxide). Run in C(Cl)(Cl)Cl (chloroform). Product: C(C1=CC=CC=C1)OC=1C=CC(=NC1C)C=O (5-Benzyloxy-6-methyl-2-pyridinecarboxaldehyde). Run at time 3 hour. Starting materials: C(C1=CC=CC=C1)OC=1C(=NC(=CC1)CO)C (3-benzyloxy-6-hydroxymethyl-2-methylpyridine), hydrochloride salt. Procedure: A mixture of 19.4 g. (0.0846 mol) of 3-benzyloxy-6-hydroxymethyl-2-methylpyridine (liberated from the hydrochloride salt) and 100 g. of manganese dioxide in 800 ml. of chloroform is refluxed with vigorous stirring for three hours. The mixture is filtered and the chloroform is evaporated to give a yellow oil which is chromatographed on alumina, eluting with chloroform. The recovered material is purified through its hydrochloride salt and reconverted to the base, 5-benzyloxy-6-methyl-2-pyridinecar... Reaction SMILES: [CH2:1]([O:8][C:9]1[C:10]([CH3:17])=[N:11][C:12]([CH2:15][OH:16])=[CH:13][CH:14]=1)[C:2]1[CH:7]=[CH:6][CH:5]=[CH:4][CH:3]=1>[O-2].[O-2].[Mn+4].C(Cl)(Cl)Cl>[CH2:1]([O:8][C:9]1[CH:14]=[CH:13][C:12]([CH:15]=[O:16])=[N:11][C:10]=1[CH3:17])[C:2]1[CH:3]=[CH:4][CH:5]=[CH:6][CH:7]=1 |f:1.2.3|. Starting materials: CCO, O=C[O-], CCOC(=O)CC(c1ccccc1)n1cnc2cc(NC(=O)c3cccc([N+](=O)[O-])c3)ccc21, [NH4+], O. Product: CCOC(=O)CC(c1ccccc1)n1cnc2cc(NC(=O)c3cccc(N)c3)ccc21. RXN SMILES: [CH3:39][CH2:40][OH:41].[CH:35]([O-:36])=[O:37].[N+:1]([O-:2])(=[O:3])[c:4]1[cH:5][c:6]([C:7](=[O:8])[NH:9][c:10]2[cH:11][c:12]3[c:13]([n:14]([CH:17]([CH2:18][C:19](=[O:20])[O:21][CH2:22][CH3:23])[c:24]4[cH:25][cH:26][cH:27][cH:28][cH:29]4)[cH:15][n:16]3)[cH:30][cH:31]2)[cH:32][cH:33][cH:34]1.[NH4+:38].[OH2:42]>>[NH2:1][c:4]1[cH:5][c:6]([C:7](=[O:8])[NH:9][c:10]2[cH:11][c:12]3[c:13]([n:14]([CH:17]([CH2:18][C:19](=[O:20])[O:21][CH2:22][CH3:23])[c:24]4[cH:25][cH:26][cH:27][cH:28][cH:29]4)[cH:15][n:16]3)[cH:30][cH:31]2)[cH:32][cH:33][cH:34]1.